This data is from the Open Reaction Database (ORD), a public repository of structured organic reaction records. The task is: describe an organic reaction: reactants, conditions, products, and yield Reactants: ClCCl (dichloromethane), O1[C@H]2C[C@H]3[C@@H]([C@@H](OC=C3C(=O)O)OC(NC)=O)[C@]21C ((1S,4aS,6S,7R,7aR)-6,7-epoxy-1,4a,5,6,7,7a-hexahydro-7-methyl-1-(methylcarbamoyloxy)cyclopenta[c]-pyrane-4-carboxylic acid), CN1CCNCC1 (1-methylpiperazine), [Cl-].ClC1[NH+](CCN1C)C (2-chloro-1,3-dimethylimidazolinium chloride). Run in ClCCl.CO (dichloromethane methanol), C(C)N(CC)CC (triethylamine). Conditions: time 15 hour. Product: CN1CCN(CC1)NC(=O)C=1[C@@H]2[C@@H]([C@@H](OC1)OC(NC)=O)[C@@]1([C@H](C2)O1)C ((1S,4aS,6S,7R,7aR)-6,7-epoxy-1,4a,5,6,7,7a-hexahydro-7-methyl-1-(methylcarbamoyloxy)cyclopenta[c]-pyrane-4-carboxylic acid 4-methylpiperazylamide). Isolated yield 50.0%. Reaction SMILES: ClCCl.[O:4]1[C@@:21]2([CH3:22])[C@@H:5]1[CH2:6][C@@H:7]1[C:12]([C:13]([OH:15])=O)=[CH:11][O:10][C@@H:9]([O:16][C:17](=[O:20])[NH:18][CH3:19])[C@H:8]12.[CH3:23][N:24]1[CH2:29][CH2:28][NH:27][CH2:26][CH2:25]1.[Cl-].ClC1N(C)CC[NH+:33]1C>ClCCl.CO.C(N(CC)CC)C>[CH3:23][N:24]1[CH2:29][CH2:28][N:27]([NH:33][C:13]([C:12]2[C@H:7]3[CH2:6][C@@H:5]4[O:4][C@:21]4([CH3:22])[C@@H:8]3[C@H:9]([O:16][C:17](=[O:20])[NH:18][CH3:19])[O:10][CH:11]=2)=[O:15])[CH2:26][CH2:25]1 |f:3.4,5.6|. Reported procedure: A dichloromethane solution containing 400 mg of (1S,4aS,6S,7R,7aR)-6,7-epoxy-1,4a,5,6,7,7a-hexahydro-7-methyl-1-(methylcarbamoyloxy)cyclopenta[c]-pyrane-4-carboxylic acid described in Example 1 was cooled with ice followed by addition of 0.20 ml of 1-methylpiperazine, 2 ml of triethylamine and 301 mg of 2-chloro-1,3-dimethylimidazolinium chloride and stirring for 15 hours at room temperature. The reaction mixture was then extracted with dichloromethane. After washing the organic phase with satur... Reactants: C1=CC=CC=C1 (benzene), CC(C1=CC=CC=C1)(C)N (α,α-dimethylbenzylamine), BrC(C(=O)Cl)C(C)(C)CC (α-bromo-tert-amylacetyl chloride). The solvent is C(C)N(CC)CC (triethylamine). Run at time 3 hour. Yields the product CC(C1=CC=CC=C1)(C)NC(C(Br)C(C)(C)CC)=O (N-(α,α-dimethylbenzyl)-α-bromo-tert-amylacetamide). Isolated yield 72.7%. RXN SMILES: C1C=CC=CC=1.[CH3:7][C:8]([NH2:16])([CH3:15])[C:9]1[CH:14]=[CH:13][CH:12]=[CH:11][CH:10]=1.[Br:17][CH:18]([C:22]([CH2:25][CH3:26])([CH3:24])[CH3:23])[C:19](Cl)=[O:20]>C(N(CC)CC)C>[CH3:7][C:8]([NH:16][C:19](=[O:20])[CH:18]([C:22]([CH2:25][CH3:26])([CH3:24])[CH3:23])[Br:17])([CH3:15])[C:9]1[CH:14]=[CH:13][CH:12]=[CH:11][CH:10]=1. Procedure details: Into a 200 ml four-necked flask, there were charged benzene (100 ml), α,α-dimethylbenzylamine (9 g) and triethylamine (7.4 g), and α-bromo-tert-amylacetyl chloride (15.5 g) was dropwise added thereto while stirring at room temperature. Stirring was continued for 3 hours. After completion of the reaction, the reaction mixture was washed with water to remove triethylamine hydrochloride. After the benzene layer was dried over anhydrous sodium sulfate, the solvent was distilled off under reduced pre... Reactants: N1N=CC=C1 (Pyrazole), [H-].[Na+] (sodium hydride), C(C)(C)(C)OC(N[C@H](CC)C1=C(C(=C(C=C1)Cl)C(=O)C=1C=NC(=CC1)Cl)F)=O ({(R)-1-[4-Chloro-3-(6-chloro-pyridine-3-carbonyl)-2-fluoro-phenyl]-propyl}-carbamic acid tert-butyl ester). Run in CN(C)C=O (DMF), CN(C)C=O (DMF). Conditions: time 15 minute. Yields the product ClC1=C(C(=C(C=C1)[C@@H](CC)N)F)C(=O)C=1C=NC(=CC1)N1N=CC=C1 ((1R)-1-(4-chloro-2-fluoro-3-{[6-(1H-pyrazol-1-yl)pyridin-3-yl]carbonyl}phenyl)propan-1-amine). The yield is 72.7%. RXN SMILES: [NH:1]1[CH:5]=[CH:4][CH:3]=[N:2]1.[H-].[Na+].C(OC(=O)[NH:14][C@@H:15]([C:18]1[CH:23]=[CH:22][C:21]([Cl:24])=[C:20]([C:25]([C:27]2[CH:28]=[N:29][C:30](Cl)=[CH:31][CH:32]=2)=[O:26])[C:19]=1[F:34])[CH2:16][CH3:17])(C)(C)C>CN(C=O)C>[Cl:24][C:21]1[CH:22]=[CH:23][C:18]([C@H:15]([NH2:14])[CH2:16][CH3:17])=[C:19]([F:34])[C:20]=1[C:25]([C:27]1[CH:28]=[N:29][C:30]([N:1]2[CH:5]=[CH:4][CH:3]=[N:2]2)=[CH:31][CH:32]=1)=[O:26] |f:1.2|. Procedure: To Pyrazole (0.016 g, 0.23 mmol) in DMF (2 ml) added sodium hydride (60%) (0.01 g, 0.25 mmol) then stirred at ambient for 15 minutes. {(R)-1-[4-Chloro-3-(6-chloro-pyridine-3-carbonyl)-2-fluoro-phenyl]-propyl}-carbamic acid tert-butyl ester [from Example 1, step 1] (0.1 g, 0.23 mmol) in DMF (2 ml) added dropwise, stirred at ambient for 1 hour, reaction quenched using water and extracted with EtOAc. The organic extract was dried (Na2SO4), filtered and concentrated, MS: [M+H] 459. Residue treated w... Starting materials: BrCc1ccccc1, CS(C)=O, [Cl-], [Na+], [Na+], [OH-], NCCc1ccc(O)c([N+](=O)[O-])c1. Yields the product NCCc1ccc(OCc2ccccc2)c([N+](=O)[O-])c1. As a reaction SMILES: [Br:1][CH2:2][c:3]1[cH:4][cH:5][cH:6][cH:7][cH:8]1.[CH3:26][S:27]([CH3:28])=[O:29].[Cl-:25].[Na+:23].[Na+:24].[OH-:22].[OH:9][c:10]1[c:11]([N+:19](=[O:20])[O-:21])[cH:12][c:13]([CH2:14][CH2:15][NH2:16])[cH:17][cH:18]1>>[CH2:2]([c:3]1[cH:4][cH:5][cH:6][cH:7][cH:8]1)[O:9][c:10]1[c:11]([N+:19](=[O:20])[O-:21])[cH:12][c:13]([CH2:14][CH2:15][NH2:16])[cH:17][cH:18]1. Reagents/catalysts: S(=O)(=O)([O-])[O-].[Cu+2] (copper sulfate). Solvent: O (water), O (water), O1CCCC1 (tetrahydrofuran). As a reaction SMILES: [F:1][C:2]1[C:12]([NH:13][NH:14][CH:15]2[CH2:20][CH2:19][CH2:18][CH2:17][C:16]2=[N:21][OH:22])=[CH:11][C:5]2[NH:6][C:7](=[O:10])[CH2:8][O:9][C:4]=2[CH:3]=1.N1C=CC=CC=1>O1CCCC1.O.S([O-])([O-])(=O)=O.[Cu+2]>[F:1][C:2]1[C:12]([N:13]2[N+:21]([O-:22])=[C:16]3[CH2:17][CH2:18][CH2:19][CH2:20][C:15]3=[N:14]2)=[CH:11][C:5]2[NH:6][C:7](=[O:10])[CH2:8][O:9][C:4]=2[CH:3]=1 |f:4.5|. Reaction conditions: temperature 80 celsius. The product is FC1=CC2=C(NC(CO2)=O)C=C1N1N=C2C(=[N+]1[O-])CCCC2 (2-(7-fluoro-2H-1,4-benzoxazin-3(4H)-on-6-yl)-4,5,6,7-tetrahydro-1,2,3-benzotriazole-1-oxide). Reactants: FC1=CC2=C(NC(CO2)=O)C=C1NNC1C(CCCC1)=NO (2-[2-(7-fluoro-2H-1,4-benzoxazin-3(4H)-on-6-yl)hydrazino]cyclohexanone oxime), N1=CC=CC=C1 (pyridine). Procedure: To a solution of 2-[2-(7-fluoro-2H-1,4-benzoxazin-3(4H)-on-6-yl)hydrazino]cyclohexanone oxime (3.0 g) in tetrahydrofuran (100 ml), 15% aqueous pyridine (60 g) was added, and a solution of copper sulfate (6 g) in water (10 ml) was added thereto, followed by heating at 80° C. for 2 hours. After completion of the reaction, the reaction mixture was poured into water and extracted with ethyl acetate. The extract was washed with 10% aqueous copper sulfate solution, dried and concentrated. The residue ... The reactants are Brc1cnc2c(N3CCOCC3)nncc2c1, COCCOC, Cc1ccc(C(=O)NC2CC2)cc1B1OC(C)(C)C(C)(C)O1, [Na+], [Na+], O=C([O-])[O-]. Yields the product Cc1ccc(C(=O)NC2CC2)cc1-c1cnc2c(N3CCOCC3)nncc2c1. RXN SMILES: [Br:1][c:2]1[cH:3][c:4]2[c:5]([c:6]([N:10]3[CH2:11][CH2:12][O:13][CH2:14][CH2:15]3)[n:7][n:8][cH:9]2)[n:16][cH:17]1.[CH3:46][O:47][CH2:48][CH2:49][O:50][CH3:51].[CH:18]1([NH:21][C:22]([c:23]2[cH:24][c:25]([B:30]3[O:31][C:32]([CH3:33])([CH3:34])[C:35]([CH3:36])([CH3:37])[O:38]3)[c:26]([CH3:29])[cH:27][cH:28]2)=[O:39])[CH2:19][CH2:20]1.[Na+:40].[Na+:41].[O-:42][C:43](=[O:44])[O-:45]>>[c:2]1(-[c:25]2[cH:24][c:23]([C:22]([NH:21][CH:18]3[CH2:19][CH2:20]3)=[O:39])[cH:28][cH:27][c:26]2[CH3:29])[cH:3][c:4]2[c:5]([c:6]([N:10]3[CH2:11][CH2:12][O:13][CH2:14][CH2:15]3)[n:7][n:8][cH:9]2)[n:16][cH:17]1. Starting materials: O=c1cnc2ccc(C(F)(F)F)cc2[nH]1, O=c1cnc2cc(C(F)(F)F)ccc2[nH]1, O=P(Cl)(Cl)Cl. Yields the product FC(F)(F)c1ccc2ncc(Cl)nc2c1. RXN SMILES: [F:1][C:2]([c:3]1[cH:4][cH:5][c:6]2[n:7][cH:8][c:9](=[O:13])[nH:10][c:11]2[cH:12]1)([F:14])[F:15].[F:21][C:22]([F:23])([F:24])[c:25]1[cH:26][c:27]2[c:28]([cH:29][cH:30]1)[nH:31][c:32](=[O:33])[cH:34][n:35]2.[P:16]([Cl:17])([Cl:18])([Cl:19])=[O:20]>>[F:1][C:2]([c:3]1[cH:4][cH:5][c:6]2[n:7][cH:8][c:9]([Cl:18])[n:10][c:11]2[cH:12]1)([F:14])[F:15]. Reactants: ClC1=C(C(=O)CC(=O)OCC)C=CC(=C1)Cl (ethyl 2-chloro-p-chlorobenzoylacetate), NC(=S)N (thiourea). Run in C(C)O (ethanol). Yields the product NC=1SC(=C(N1)C1=CC=C(C=C1)Cl)C(=O)OCC (ethyl 2-amino-4-p-chlorophenyl-5-thiazolecarboxylate). Yield: 75.2%. As a reaction SMILES: Cl[C:2]1[CH:15]=[C:14]([Cl:16])[CH:13]=[CH:12][C:3]=1[C:4]([CH2:6][C:7]([O:9][CH2:10][CH3:11])=[O:8])=O.[NH2:17][C:18]([NH2:20])=[S:19]>C(O)C>[NH2:20][C:18]1[S:19][C:6]([C:7]([O:9][CH2:10][CH3:11])=[O:8])=[C:4]([C:3]2[CH:12]=[CH:13][C:14]([Cl:16])=[CH:15][CH:2]=2)[N:17]=1. Procedure: To a cold (5° C.) vigorously stirred mixture of 121.87 g (0.936 mole) of ethyl acetoacetate, 314 ml. of benzene and 626 ml. of water was added 41.25 ml. of 33% sodium hydroxide. To the above mixture was added simultaneously in two dropping funnels 177.0 g (1.01 mole) of p-chlorobenzoyl chloride and 188.8 ml. of 33% sodium hydroxide in 2 hours. The reaction mixture became pasty. The reaction mixture was heated at 35° C. for 1 hour, cooled and filtered to give 170.0 g of sodium salt of ethyl 2-ben...